From a dataset of the Open Reaction Database (ORD), a public repository of structured organic reaction records. describe an organic reaction: reactants, conditions, products, and yield Starting materials: COC1=C(C=CC=C1)N1CCN(CC1)CCN(C(C)=O)CCCN1CCC(=CC1)C1=CNC2=CC(=CC=C12)F (N-(2-(4-(2-methoxyphenyl)piperazin-1-yl)eth-1-yl)-N-3-(4-(6-fluoroindol-3-yl)-1,2,3,6-tetrahydropyridin-1-yl)prop-1-ylacetamide), C(C)[SiH](CC)CC (triethylsilane), Cl (hydrochloric acid). Solvent: FC(C(=O)O)(F)F (trifluoroacetic acid). Yields the product Cl.Cl.Cl.COC1=C(C=CC=C1)N1CCN(CC1)CCN(C(C)=O)CCCN1CCC(CC1)C1=CNC2=CC(=CC=C12)F (N-(2-(4-(2-methoxyphenyl)piperazin-1-yl)eth-1-yl)-N-3-(4-(6-fluoroindol-3-yl)-piperidine-1-yl)prop-1-ylacetamide trihydrochloride). RXN SMILES: [CH3:1][O:2][C:3]1[CH:8]=[CH:7][CH:6]=[CH:5][C:4]=1[N:9]1[CH2:14][CH2:13][N:12]([CH2:15][CH2:16][N:17]([CH2:21][CH2:22][CH2:23][N:24]2[CH2:29][CH:28]=[C:27]([C:30]3[C:38]4[C:33](=[CH:34][C:35]([F:39])=[CH:36][CH:37]=4)[NH:32][CH:31]=3)[CH2:26][CH2:25]2)[C:18](=[O:20])[CH3:19])[CH2:11][CH2:10]1.C([SiH](CC)CC)C.[ClH:47]>FC(F)(F)C(O)=O>[ClH:47].[ClH:47].[ClH:47].[CH3:1][O:2][C:3]1[CH:8]=[CH:7][CH:6]=[CH:5][C:4]=1[N:9]1[CH2:10][CH2:11][N:12]([CH2:15][CH2:16][N:17]([CH2:21][CH2:22][CH2:23][N:24]2[CH2:29][CH2:28][CH:27]([C:30]3[C:38]4[C:33](=[CH:34][C:35]([F:39])=[CH:36][CH:37]=4)[NH:32][CH:31]=3)[CH2:26][CH2:25]2)[C:18](=[O:20])[CH3:19])[CH2:13][CH2:14]1 |f:4.5.6.7|. Procedure details: Following the same procedures reported in the EXAMPLE 4, the double bond reduction of the compound of EXAMPLE 8 (0.307 mmol) with triethylsilane (0.337 mmol) in trifluoroacetic acid followed by treatment with hydrochloric acid gave the title compound.